From a dataset of the Open Reaction Database (ORD), a public repository of structured organic reaction records. describe an organic reaction: reactants, conditions, products, and yield The reactants are CC=1C=C(CCl)C=CC1[N+](=O)[O-] (3-Methyl-4-nitrobenzyl chloride), IC=1C(=NNC1)C(F)(F)F (4-iodo-3-trifluoromethyl-1H-pyrazole), C([O-])([O-])=O.[K+].[K+] (potassium carbonate). Run in CN(C)C=O (DMF), C(C)(=O)OCC (ethyl acetate). The product is IC=1C(=NN(C1)CC1=CC(=C(C=C1)[N+](=O)[O-])C)C(F)(F)F (4-iodo-1-(3-methyl-4-nitrobenzyl)-3-trifluoromethyl-1H-pyrazole). Isolated yield 64.4%. Reaction SMILES: [CH3:1][C:2]1[CH:3]=[C:4]([CH:7]=[CH:8][C:9]=1[N+:10]([O-:12])=[O:11])[CH2:5]Cl.[I:13][C:14]1[C:15]([C:19]([F:22])([F:21])[F:20])=[N:16][NH:17][CH:18]=1.C(=O)([O-])[O-].[K+].[K+]>CN(C=O)C.C(OCC)(=O)C>[I:13][C:14]1[C:15]([C:19]([F:22])([F:21])[F:20])=[N:16][N:17]([CH2:5][C:4]2[CH:7]=[CH:8][C:9]([N+:10]([O-:12])=[O:11])=[C:2]([CH3:1])[CH:3]=2)[CH:18]=1 |f:2.3.4|. Procedure: 3-Methyl-4-nitrobenzyl chloride (0.77 g), 4-iodo-3-trifluoromethyl-1H-pyrazole (0.99 g) and potassium carbonate (0.63 g) were stirred in DMF (10 ml) at 60° C. for 1 hour. After cooling, the reaction solution was diluted with ethyl acetate and washed with water and saturated aqueous solution of sodium chloride. After drying the organic layer with magnesium sulfate, the solvent was distilled off under the reduced pressure and the obtained residue was purified by silica gel column chromatography to...